From a dataset of the Open Reaction Database (ORD), a public repository of structured organic reaction records. describe an organic reaction: reactants, conditions, products, and yield Starting materials: O1C=NC=C1 (oxazole), C(C)OC(N(CC=1C=NC(=CC1)C(F)(F)F)C1=C(C(=NC(=C1)Br)N)[N+](=O)[O-])=O ((2-amino-6-bromo-3-nitro-pyridin-4-yl)-(6-trifluoromethyl-pyridin-3-ylmethyl)-carbamic acid ethyl ester). The reagents and catalysts are [Cl-].[Cl-].C1(=CC=CC=C1)P(C1=CC=CC=C1)C1=CC=CC=C1.C1(=CC=CC=C1)P(C1=CC=CC=C1)C1=CC=CC=C1.[Pd+2] (palladium bis(triphenylphosphine)dichloride). Product: C(C)OC(N(CC=1C=NC(=CC1)C(F)(F)F)C1=C(C(=NC(=C1)C=1OC=CN1)N)[N+](=O)[O-])=O ((2-Amino-3-nitro-6-oxazol-2-yl-pyridin-4-yl)-(6-trifluoromethyl-pyridin-3-ylmethyl)-carbamic acid ethyl ester), product. As a reaction SMILES: [O:1]1[CH:5]=[CH:4][N:3]=[CH:2]1.[CH2:6]([O:8][C:9](=[O:33])[N:10]([C:22]1[CH:27]=[C:26](Br)[N:25]=[C:24]([NH2:29])[C:23]=1[N+:30]([O-:32])=[O:31])[CH2:11][C:12]1[CH:13]=[N:14][C:15]([C:18]([F:21])([F:20])[F:19])=[CH:16][CH:17]=1)[CH3:7]>[Cl-].[Cl-].C1(P(C2C=CC=CC=2)C2C=CC=CC=2)C=CC=CC=1.C1(P(C2C=CC=CC=2)C2C=CC=CC=2)C=CC=CC=1.[Pd+2]>[CH2:6]([O:8][C:9](=[O:33])[N:10]([C:22]1[CH:27]=[C:26]([C:2]2[O:1][CH:5]=[CH:4][N:3]=2)[N:25]=[C:24]([NH2:29])[C:23]=1[N+:30]([O-:32])=[O:31])[CH2:11][C:12]1[CH:13]=[N:14][C:15]([C:18]([F:21])([F:19])[F:20])=[CH:16][CH:17]=1)[CH3:7] |f:2.3.4.5.6|. Reported procedure: The title compound was prepared following the example in preparation 70, using oxazole (30 mg), (2-amino-6-bromo-3-nitro-pyridin-4-yl)-(6-trifluoromethyl-pyridin-3-ylmethyl)-carbamic acid ethyl ester (100 mg) and palladium bis(triphenylphosphine)dichloride (30 mg), giving the product (61 mg) as a yellow solid The reactants are ClC1=C(C(=NN1CC)C(F)(F)F)C(=O)O (5-chloro-1-ethyl-3-(trifluoromethyl)pyrazole-4-carboxylic acid), S(=O)(Cl)Cl (thionyl chloride), [OH-].[NH4+] (ammonium hydroxide). Run in ClCCl (dichloromethane). Run at temperature 0 celsius, time 3 hour. Product: ClC1=C(C(=NN1CC)C(F)(F)F)C(=O)N (5-Chloro-1-ethyl-3-(trifluoromethyl)pyrazol-4-carboxamide). RXN SMILES: [Cl:1][C:2]1[N:6]([CH2:7][CH3:8])[N:5]=[C:4]([C:9]([F:12])([F:11])[F:10])[C:3]=1[C:13]([OH:15])=O.S(Cl)(Cl)=O.[OH-].[NH4+:21]>ClCCl>[Cl:1][C:2]1[N:6]([CH2:7][CH3:8])[N:5]=[C:4]([C:9]([F:12])([F:11])[F:10])[C:3]=1[C:13]([NH2:21])=[O:15] |f:2.3|. Procedure: A mixture of 22.5 g (91.6 mmol) of 5-chloro-1-ethyl-3-(trifluoromethyl)pyrazole-4-carboxylic acid and 45 mL of thionyl chloride was prepared and heated to reflux with stirring for 3 hours. The slurry became a dark orange solution. The excess thionyl chloride and other volatiles were removed by evaporation under reduced pressure to obtain a dark brown oil. This was taken up in 250 mL of dichloromethane and the resulting solution was cooled to about 0° C. and treated with 100 mL of concentrated am... Starting materials: Cl (HCl), BrC1C(NC(S1)=O)=O (5-bromo-thiazolidine-2,4-dione), SC1=NC=CC=C1 (2-mercaptopyridine), C[Si](C)(C)[N-][Si](C)(C)C.[Li+] (lithium bis(trimethylsilyl)amide). Run in C1CCOC1 (THF). Run at time 3 hour. Yields the product C1=CC=NC(=C1)SC2C(=O)NC(=O)S2 (5-(Pyridine-2-sulfanyl)-thiazolidine-2,4-dione). Isolated yield 93.5%. As a reaction SMILES: Br[CH:2]1[S:6][C:5](=[O:7])[NH:4][C:3]1=[O:8].[SH:9][C:10]1[CH:15]=[CH:14][CH:13]=[CH:12][N:11]=1.C[Si]([N-][Si](C)(C)C)(C)C.[Li+].Cl>C1COCC1>[CH:14]1[CH:15]=[C:10]([S:9][CH:2]2[S:6][C:5](=[O:7])[NH:4][C:3]2=[O:8])[N:11]=[CH:12][CH:13]=1 |f:2.3|. Procedure details: To a solution of 5-bromo-thiazolidine-2,4-dione (28.24 g, 0.144 mol) and 2-mercaptopyridine [(II), 16.0 g, 0.144 mol] in dry THF (200 mL) at -78° C. was added lithium bis(trimethylsilyl)amide (1.0M in hexanes, 317 mL, 0.317 mol) dropwise over a 40 min period. After 30 min. the reaction mixture was warmed to room temperature. After an additional 3 hr, 10% HCl was added to pH=1. The layers were separated and the aqueous phase was extracted with ethyl acetate (2×500 mL). The combined organic phase ... Solvent: CN(C=O)C (N,N-dimethylformamide). Reaction conditions: temperature 68 celsius, time 16 hour. Yields the product O=C1N(CN(C12CCN(CC2)CCCC(C2=CC=CC=C2)=O)C2=CC=CC=C2)CC2=C(C(=O)OC(C)(C)C)C=CC=C2 (tert-butyl 2-((4-oxo-8-(4-oxo-4-phenylbutyl)-1-phenyl-1,3,8-triazaspiro[4.5]decan-3-yl)methyl)benzoate). Reaction SMILES: [O:1]=[C:2]1[C:6]2([CH2:11][CH2:10][NH:9][CH2:8][CH2:7]2)[N:5]([C:12]2[CH:17]=[CH:16][CH:15]=[CH:14][CH:13]=2)[CH2:4][N:3]1[CH2:18][C:19]1[CH:31]=[CH:30][CH:29]=[CH:28][C:20]=1[C:21]([O:23][C:24]([CH3:27])([CH3:26])[CH3:25])=[O:22].I[CH2:33][CH2:34][CH2:35][C:36]([C:38]1[CH:43]=[CH:42][CH:41]=[CH:40][CH:39]=1)=[O:37].C(=O)([O-])[O-].[K+].[K+]>CN(C)C=O>[O:1]=[C:2]1[C:6]2([CH2:7][CH2:8][N:9]([CH2:33][CH2:34][CH2:35][C:36](=[O:37])[C:38]3[CH:43]=[CH:42][CH:41]=[CH:40][CH:39]=3)[CH2:10][CH2:11]2)[N:5]([C:12]2[CH:13]=[CH:14][CH:15]=[CH:16][CH:17]=2)[CH2:4][N:3]1[CH2:18][C:19]1[CH:31]=[CH:30][CH:29]=[CH:28][C:20]=1[C:21]([O:23][C:24]([CH3:27])([CH3:25])[CH3:26])=[O:22] |f:2.3.4|. Reactants: O=C1N(CN(C12CCNCC2)C2=CC=CC=C2)CC2=C(C(=O)OC(C)(C)C)C=CC=C2 (tert-butyl 2-((4-oxo-1-phenyl-1,3,8-triazaspiro[4.5]decan-3-yl)methyl)benzoate), ICCCC(=O)C1=CC=CC=C1 (4-iodo-1-phenylbutan-1-one), C([O-])([O-])=O.[K+].[K+] (potassium carbonate). Reported procedure: A mixture of tert-butyl 2-((4-oxo-1-phenyl-1,3,8-triazaspiro[4.5]decan-3-yl)methyl)benzoate (300 mg, 0.72 mmol, 1 equiv), 4-iodo-1-phenylbutan-1-one (198.5 mg, 0.72 mmol, 1 equiv) and potassium carbonate (199 mg, 1.44 mmol, 2 equiv) in N,N-dimethylformamide was stirred at 68° C. for 16 h. After cooling the reaction mixture, the crude mixture was partitioned between ethyl acetate and water. The organic layer was dried over MgSO4, filtered, concentrated, and the crude residue was purified using th... The yield is 65.6%. Reactants: FC1=CC=C(C=C1)N1C(C2=CC=C(C=C2CC1)O)CC1=CC=C(C=C1)OCCC1NCCCC1 (2-(4-fluorophenyl)-1-{4-[(2-piperidyl)ethoxy]benzyl}-1,2,3,4-tetrahydroisoquinolin-6-ol), [H-].[Na+] (sodium hydride), BrCC(=O)N (bromoacetamide). Reagents/catalysts: CN(C)C=O (DMF). Run in C1CCOC1 (THF). Run at time 6 hour. The product is FC1=CC=C(C=C1)N1C(C2=CC=C(C=C2CC1)OCC(=O)N)CC1=CC=C(C=C1)OCCC1NCCCC1 (2-(2-(4-fluorophenyl)-1-{4-[(2-piperidyl)ethoxy]benzyl}-6-1,2,3,4-tetrahydroisoquinolyloxy)acetamide). Isolated yield 4.8%. As a reaction SMILES: [F:1][C:2]1[CH:7]=[CH:6][C:5]([N:8]2[CH2:17][CH2:16][C:15]3[C:10](=[CH:11][CH:12]=[C:13]([OH:18])[CH:14]=3)[CH:9]2[CH2:19][C:20]2[CH:25]=[CH:24][C:23]([O:26][CH2:27][CH2:28][CH:29]3[CH2:34][CH2:33][CH2:32][CH2:31][NH:30]3)=[CH:22][CH:21]=2)=[CH:4][CH:3]=1.[H-].[Na+].Br[CH2:38][C:39]([NH2:41])=[O:40]>C1COCC1.CN(C=O)C>[F:1][C:2]1[CH:7]=[CH:6][C:5]([N:8]2[CH2:17][CH2:16][C:15]3[C:10](=[CH:11][CH:12]=[C:13]([O:18][CH2:38][C:39]([NH2:41])=[O:40])[CH:14]=3)[CH:9]2[CH2:19][C:20]2[CH:25]=[CH:24][C:23]([O:26][CH2:27][CH2:28][CH:29]3[CH2:34][CH2:33][CH2:32][CH2:31][NH:30]3)=[CH:22][CH:21]=2)=[CH:4][CH:3]=1 |f:1.2|. Procedure details: To a solution of 2-(4-fluorophenyl)-1-{4-[(2-piperidyl)ethoxy]benzyl}-1,2,3,4-tetrahydroisoquinolin-6-ol (0.100 g, 0.2 mmol) in THF (1 ml) and DMF (5 drops) on ice was added sodium hydride (0.024 g, 0.6 mmol). To the flask was added bromoacetamide (0.083 g, 0.6 mmol). While warming to room temperature the reaction was allowed to stir for 6 hours. The reaction was quenched with an aqueous solution of sodium bicarbonate and extracted with dichloromethane. The organic layer was dried over MgSO4, fi... Starting materials: C(=O)(O)CCC(C)C1CCC2C3C(CC4CC(CCC4(C3CC(C12C)O)C)OCCNC1=C(C=C(C=C1F)C=C(C(=O)OCC)C)F)O (ethyl 3-(4-{2-[17-(3-carboxy-1-methylpropyl)-7,12-dihydroxy-10,13-dimethylhexadecahydrocyclopenta[a]phenanthren-3-yloxy]ethylamino}-3,5 -difluorophenyl)-2-methylacrylate), Cl (HCl), Cl.NC(=N)N (guanidine hydrochloride), CC(C)([O-])C.[K+] (potassium t-butoxide). Solvent: O (water), CN(C)C=O (DMF), CO.C(C)(=O)O.O (MeOH acetic acid water), CN(C)C=O (DMF). Reaction conditions: temperature 112.5 celsius, time 6 hour. The product is FC1=C(C(=CC(=C1)C=C(C(=O)NC(=N)N)C)F)NCCOC1CCC2(C3CC(C4(C(CCC4C3C(CC2C1)O)C(CCC(=O)O)C)C)O)C (4-(3-{2-[2,6-Difluoro-4-(3-guanidino-2-methyl-3-oxopropenyl)phenylamino]ethoxy}-7,12-dihydroxy-10,13-dimethylhexadecahydrocyclopenta[a]phenanthren-17-yl)pentanoic acid). RXN SMILES: Cl.[NH2:2][C:3]([NH2:5])=[NH:4].CC(C)([O-])C.[K+].[C:12]([CH2:15][CH2:16][CH:17]([CH:19]1[C:35]2([CH3:36])[CH:22]([CH:23]3[CH:32]([CH2:33][CH:34]2[OH:37])[C:31]2([CH3:38])[CH:26]([CH2:27][CH:28]([O:39][CH2:40][CH2:41][NH:42][C:43]4[C:48]([F:49])=[CH:47][C:46]([CH:50]=[C:51]([CH3:57])[C:52](OCC)=[O:53])=[CH:45][C:44]=4[F:58])[CH2:29][CH2:30]2)[CH2:25][CH:24]3[OH:59])[CH2:21][CH2:20]1)[CH3:18])([OH:14])=[O:13].Cl>CN(C=O)C.CO.C(O)(=O)C.O.O>[F:49][C:48]1[CH:47]=[C:46]([CH:50]=[C:51]([CH3:57])[C:52]([NH:4][C:3]([NH2:5])=[NH:2])=[O:53])[CH:45]=[C:44]([F:58])[C:43]=1[NH:42][CH2:41][CH2:40][O:39][CH:28]1[CH2:27][CH:26]2[C:31]([CH3:38])([CH:32]3[CH:23]([CH:24]([OH:59])[CH2:25]2)[CH:22]2[C:35]([CH3:36])([CH:19]([CH:17]([CH3:18])[CH2:16][CH2:15][C:12]([OH:14])=[O:13])[CH2:20][CH2:21]2)[CH:34]([OH:37])[CH2:33]3)[CH2:30][CH2:29]1 |f:0.1,2.3,7.8.9|. Procedure: 130 mg of guanidine hydrochloride and 125 mg of potassium t-butoxide are stirred at RT for 30 minutes in 1 ml of anhydrous DMF. A solution of 150 mg of ethyl 3-(4-{2-[17-(3-carboxy-1-methylpropyl)-7,12-dihydroxy-10,13-dimethylhexadecahydrocyclopenta[a]phenanthren-3-yloxy]ethylamino}-3,5 -difluorophenyl)-2-methylacrylate in 1 ml of anhydrous DMF is then added and the mixture is stirred at 110-115° C. for 6 hours. The reaction mixture is then poured onto 100 ml of water, adjusted to pH=6 using aqu...